From a dataset of the Open Reaction Database (ORD), a public repository of structured organic reaction records. describe an organic reaction: reactants, conditions, products, and yield Reactants: ClC=1C=C(C=CC1Cl)C=1C=C(C=NC1OCC(F)(F)F)C=1OC(C(N1)C(C(F)(F)F)=O)=O (2-[5-(3,4-dichloro-phenyl)-6-(2,2,2-trifluoro-ethoxy)-pyridin-3-yl]-4-(2,2,2-trifluoro-acetyl)-4H-oxazol-5-one). Solvent: O (water), O1CCOCC1 (dioxan). Product: ClC=1C=C(C=CC1Cl)C=1C(=NC=C(C(=O)NCC(C(F)(F)F)=O)C1)OCC(F)(F)F (5-(3,4-Dichloro-phenyl)-6-(2,2,2-trifluoro-ethoxy)-N-(3,3,3-trifluoro-2-oxo-propyl)-nicotinamide). The yield is 56.3%. RXN SMILES: [Cl:1][C:2]1[CH:3]=[C:4]([C:9]2[CH:10]=[C:11]([C:21]3[O:22]C(=O)[CH:24]([C:26](=[O:31])[C:27]([F:30])([F:29])[F:28])[N:25]=3)[CH:12]=[N:13][C:14]=2[O:15][CH2:16][C:17]([F:20])([F:19])[F:18])[CH:5]=[CH:6][C:7]=1[Cl:8]>O.O1CCOCC1>[Cl:1][C:2]1[CH:3]=[C:4]([C:9]2[C:14]([O:15][CH2:16][C:17]([F:19])([F:20])[F:18])=[N:13][CH:12]=[C:11]([CH:10]=2)[C:21]([NH:25][CH2:24][C:26](=[O:31])[C:27]([F:29])([F:30])[F:28])=[O:22])[CH:5]=[CH:6][C:7]=1[Cl:8]. Procedure: A suspension of 3.00 g 2-[5-(3,4-dichloro-phenyl)-6-(2,2,2-trifluoro-ethoxy)-pyridin-3-yl]-4-(2,2,2-trifluoro-acetyl)-4H-oxazol-5-one in 15 ml water and 15 ml dioxan was heated to reflux for 1 h. The resulting slightly turbid solution was partitioned between water and ethyl acetate. The phases were separated and the organic phase was purified by chromatography on silica gel with heptane:ethyl acetate=9:1 to 1:1. The product fractions were concentrated and the residue was taken up in dichlorometh... Reactants: O=C(c1cc(C(F)(F)F)cc(C(F)(F)F)c1)N1CC2CCC(O)CN2CC1Cc1ccccc1, CS(=O)(=O)Cl, CCN(C(C)C)C(C)C, ClCCl. Product: CS(=O)(=O)OC1CCC2CN(C(=O)c3cc(C(F)(F)F)cc(C(F)(F)F)c3)C(Cc3ccccc3)CN2C1. RXN SMILES: [CH2:1]([c:2]1[cH:3][cH:4][cH:5][cH:6][cH:7]1)[CH:8]1[N:9]([C:19](=[O:20])[c:21]2[cH:22][c:23]([C:31]([F:32])([F:33])[F:34])[cH:24][c:25]([C:27]([F:28])([F:29])[F:30])[cH:26]2)[CH2:10][CH:11]2[N:12]([CH2:13]1)[CH2:14][CH:15]([OH:18])[CH2:16][CH2:17]2.[CH3:44][S:45]([Cl:46])(=[O:47])=[O:48].[CH:35]([N:36]([CH:37]([CH3:38])[CH3:39])[CH2:40][CH3:41])([CH3:42])[CH3:43].[Cl:49][CH2:50][Cl:51]>>[CH2:1]([c:2]1[cH:3][cH:4][cH:5][cH:6][cH:7]1)[CH:8]1[N:9]([C:19](=[O:20])[c:21]2[cH:22][c:23]([C:31]([F:32])([F:33])[F:34])[cH:24][c:25]([C:27]([F:28])([F:29])[F:30])[cH:26]2)[CH2:10][CH:11]2[N:12]([CH2:13]1)[CH2:14][CH:15]([O:18][S:45]([CH3:44])(=[O:47])=[O:48])[CH2:16][CH2:17]2. The reactants are C(OC(C)Cl)(OC(C)C)=O (1-chloroethyl isopropyl carbonate), ClC=1C(=C(C=CC1)[C@H]1[C@@H](N[C@H]([C@]1(C#N)C1=C(C=C(C=C1)Cl)F)CC(C)(C)C)C(=O)NC1=C(C=C(C(=O)O)C=C1)OC)F (4-((2R,3S,4R,5S)-3-(3-chloro-2-fluorophenyl)-4-(4-chloro-2-fluorophenyl)-4-cyano-5-neopentylpyrrolidine-2-carboxamido)-3-methoxybenzoic acid), C([O-])([O-])=O.[Cs+].[Cs+] (cesium carbonate). Solvent: CN(C=O)C (dimethylformamide), CCCCCC.C(C)(=O)OCC (hexane ethyl acetate). Yields the product ClC=1C(=C(C=CC1)[C@H]1[C@@H](N[C@H]([C@]1(C#N)C1=C(C=C(C=C1)Cl)F)CC(C)(C)C)C(=O)NC1=C(C=C(C(=O)OC(C)OC(=O)OC(C)C)C=C1)OC)F (1-(isopropoxycarbonyloxy)ethyl 4-((2R,3S,4R,5S)-3-(3-chloro-2-fluorophenyl)-4-(4-chloro-2-fluorophenyl)-4-cyano-5-neopentylpyrrolidine-2-carboxamido)-3-methoxybenzoate). Isolated yield 73.8%. Reaction SMILES: [C:1](=[O:10])([O:6][CH:7]([CH3:9])[CH3:8])[O:2][CH:3](Cl)[CH3:4].[Cl:11][C:12]1[C:13]([F:52])=[C:14]([C@@H:18]2[C@:22]([C:25]3[CH:30]=[CH:29][C:28]([Cl:31])=[CH:27][C:26]=3[F:32])([C:23]#[N:24])[C@H:21]([CH2:33][C:34]([CH3:37])([CH3:36])[CH3:35])[NH:20][C@H:19]2[C:38]([NH:40][C:41]2[CH:49]=[CH:48][C:44]([C:45]([OH:47])=[O:46])=[CH:43][C:42]=2[O:50][CH3:51])=[O:39])[CH:15]=[CH:16][CH:17]=1.C(=O)([O-])[O-].[Cs+].[Cs+]>CN(C)C=O.CCCCCC.C(OCC)(=O)C>[Cl:11][C:12]1[C:13]([F:52])=[C:14]([C@@H:18]2[C@:22]([C:25]3[CH:30]=[CH:29][C:28]([Cl:31])=[CH:27][C:26]=3[F:32])([C:23]#[N:24])[C@H:21]([CH2:33][C:34]([CH3:36])([CH3:37])[CH3:35])[NH:20][C@H:19]2[C:38]([NH:40][C:41]2[CH:49]=[CH:48][C:44]([C:45]([O:47][CH:3]([O:2][C:1]([O:6][CH:7]([CH3:9])[CH3:8])=[O:10])[CH3:4])=[O:46])=[CH:43][C:42]=2[O:50][CH3:51])=[O:39])[CH:15]=[CH:16][CH:17]=1 |f:2.3.4,6.7|. Procedure: In a manner similar to the method described in Example 3, 1-chloroethyl chloroformate (Oakwood Products, 1.99 g, 1.5 mL, 13.9 mmol) was reacted with 2-propanol (785 mg, 1 mL, 13.0 mmol) and pyridine (1.27 g, 1.3 mL, 16.1 mmol) in methylene chloride (11 mL) at room temperature for 4 h to give 1-chloroethyl isopropyl carbonate. A portion of 1-chloroethyl isopropyl carbonate (221.6 mg, 1.33 mmol) was then reacted with chiral 4-((2R,3S,4R,5S)-3-(3-chloro-2-fluorophenyl)-4-(4-chloro-2-fluorophenyl)-4... Reactants: C1(=CC=CC=C1)C(COC1=CC(=CC=C1)C(C(F)(F)F)(C(F)(F)F)OCC1=CC=C(C=C1)OC)O (rac 1-phenyl-2-{3-[2,2,2-trifluoro-1-(4-methoxy-benzyloxy)-1-trifluoromethyl-ethyl]-phenoxy}-ethanol), COC(CC1=CC(=CC=C1)O)=O ((3-hydroxy-phenyl)-acetic acid methyl ester), COC(CC1=CC(=CC=C1)OC(COC1=CC(=CC=C1)C(C(F)(F)F)(C(F)(F)F)OCC1=CC=C(C=C1)OC)C1=CC=CC=C1)=O (rac [3-(1-phenyl-2-{3-[2,2,2-trifluoro-1-(4-methoxy-benzyloxy)-1-trifluoromethyl-ethyl]-phenoxy}-ethoxy)-phenyl]-acetic acid methyl ester). The product is COC(CC1=CC(=CC=C1)OC(COC1=CC(=CC=C1)C(C(F)(F)F)(C(F)(F)F)O)C1=CC=CC=C1)=O (rac (3-{1-phenyl-2-[3-(2,2,2-trifluoro-1-hydroxy-1-trifluoromethyl-ethyl)-phenoxy]-ethoxy}-phenyl)-acetic acid methyl ester). RXN SMILES: C1(C(O)COC2C=CC=C(C(OCC3C=CC(OC)=CC=3)(C(F)(F)F)C(F)(F)F)C=2)C=CC=CC=1.COC(=O)CC1C=CC=C(O)C=1.[CH3:48][O:49][C:50](=[O:93])[CH2:51][C:52]1[CH:57]=[CH:56][CH:55]=[C:54]([O:58][CH:59]([C:87]2[CH:92]=[CH:91][CH:90]=[CH:89][CH:88]=2)[CH2:60][O:61][C:62]2[CH:67]=[CH:66][CH:65]=[C:64]([C:68]([O:77]CC3C=CC(OC)=CC=3)([C:73]([F:76])([F:75])[F:74])[C:69]([F:72])([F:71])[F:70])[CH:63]=2)[CH:53]=1>>[CH3:48][O:49][C:50](=[O:93])[CH2:51][C:52]1[CH:57]=[CH:56][CH:55]=[C:54]([O:58][CH:59]([C:87]2[CH:92]=[CH:91][CH:90]=[CH:89][CH:88]=2)[CH2:60][O:61][C:62]2[CH:67]=[CH:66][CH:65]=[C:64]([C:68]([OH:77])([C:69]([F:70])([F:71])[F:72])[C:73]([F:75])([F:76])[F:74])[CH:63]=2)[CH:53]=1. Procedure: In analogy to example 9.2, from rac 1-phenyl-2-{3-[2,2,2-trifluoro-1-(4-methoxy-benzyloxy)-1-trifluoromethyl-ethyl]-phenoxy}-ethanol (example 9.1) and (3-hydroxy-phenyl)-acetic acid methyl ester was prepared via rac [3-(1-phenyl-2-{3-[2,2,2-trifluoro-1-(4-methoxy-benzyloxy)-1-trifluoromethyl-ethyl]-phenoxy}-ethoxy)-phenyl]-acetic acid methyl ester, which was deprotected according to example 13.2, to give rac (3-{1-phenyl-2-[3-(2,2,2-trifluoro-1-hydroxy-1-trifluoromethyl-ethyl)-phenoxy]-ethoxy}-p... Starting materials: C1(=CC=CC=C1)CCC(C)=O (4-phenylbutan-2-one), CN(C)C(OC)OC (DMF-DMA). The solvent is CN(C)C=O (DMF). The product is CN(\C=C\C(CCC1=CC=CC=C1)=O)C ((1E)-1-(dimethylamino)-5-phenylpent-1-en-3-one). The yield is 36.9%. Reaction SMILES: [C:1]1([CH2:7][CH2:8][C:9](=[O:11])[CH3:10])[CH:6]=[CH:5][CH:4]=[CH:3][CH:2]=1.[CH3:12][N:13]([CH:15](OC)OC)[CH3:14]>CN(C=O)C>[CH3:12][N:13]([CH3:15])/[CH:14]=[CH:10]/[C:9](=[O:11])[CH2:8][CH2:7][C:1]1[CH:6]=[CH:5][CH:4]=[CH:3][CH:2]=1. Procedure: A solution of 4-phenylbutan-2-one (3.96 g, 20 mmol) and DMF-DMA (2.4 g, 20 mmol) in DMF (10 mL) was stirred at 100° C. overnight. The reaction mixture was cooled, concentrated, and purified by silica gel column (PE/EA=4:1-2:1) to give the title compound (1.5 g, 37%) as a yellow oil. Reactants: ClC(=C(C)C)N(C)C (1-chloro-N,N,2-trimethyl-prop-1-enylamine), C(C1=CC=CC=C1)(C1=CC=CC=C1)(C1=CC=CC=C1)N (tritylamine), N([C@@H](CC(O)=O)C(=O)OCC1=CC=CC=C1)C(=O)OCC1C2=CC=CC=C2C2=CC=CC=C12 (Fmoc-Asp-OBzl). Solvent: ClCCCl (1,2-dichloroethane), ClCCCl (1,2-dichloroethane), C(C)(=O)OCC (ethyl acetate). Reaction conditions: time 10 minute. The product is N([C@@H](CC(NC(C1=CC=CC=C1)(C1=CC=CC=C1)C1=CC=CC=C1)=O)C(=O)O)C(=O)OCC1C2=CC=CC=C2C2=CC=CC=C12 (Fmoc-Asn(Trt)-OH). As a reaction SMILES: ClC(N(C)C)=C(C)C.[NH:9]([C:25]([O:27][CH2:28][CH:29]1[C:41]2[C:36](=[CH:37][CH:38]=[CH:39][CH:40]=2)[C:35]2[C:30]1=[CH:31][CH:32]=[CH:33][CH:34]=2)=[O:26])[C@H:10]([C:15]([O:17]CC1C=CC=CC=1)=[O:16])[CH2:11][C:12](=[O:14])O.[C:42]([NH2:61])([C:55]1[CH:60]=[CH:59][CH:58]=[CH:57][CH:56]=1)([C:49]1[CH:54]=[CH:53][CH:52]=[CH:51][CH:50]=1)[C:43]1[CH:48]=[CH:47][CH:46]=[CH:45][CH:44]=1>ClCCCl.C(OCC)(=O)C>[NH:9]([C:25]([O:27][CH2:28][CH:29]1[C:30]2[C:35](=[CH:34][CH:33]=[CH:32][CH:31]=2)[C:36]2[C:41]1=[CH:40][CH:39]=[CH:38][CH:37]=2)=[O:26])[C@H:10]([C:15]([OH:17])=[O:16])[CH2:11][C:12](=[O:14])[NH:61][C:42]([C:43]1[CH:48]=[CH:47][CH:46]=[CH:45][CH:44]=1)([C:55]1[CH:56]=[CH:57][CH:58]=[CH:59][CH:60]=1)[C:49]1[CH:50]=[CH:51][CH:52]=[CH:53][CH:54]=1. Procedure details: 0.8 ml of 1-chloro-N,N,2-trimethyl-prop-1-enylamine (A. Devos et al., J. Chem. Soc., Chem. Commun., Vol. 1979, p. 1180) is added to a stirred solution of 2.09 g of Fmoc-Asp-OBzl in 20 ml of 1,2-dichloroethane at 0° under an argon atmosphere. After 10 minutes, a solution of 1.2 g of tritylamine in 4 ml of 1,2-dichloroethane is added, and then the mixture is stirred for 2 hours, diluted with ethyl acetate and washed with water. The organic phase is dried and evaporated. The residue is taken up in ... Reported procedure: By the method of Example 1, Step H, 2-chlorobenzoic acid is converted to its imidazolide and reacted with 3-n-butyl-4-[(3-fluoro-2'-sulfamoylbiphenyl-4-yl)methyl]-1-[5-nitro-2-(trifluoromethyl)phenyl]-1H-pyrazole-5-carbonitrile (from Step B) in the presence of DBU to give the title compound. Product: C(CCC)C1=NN(C(=C1CC1=C(C=C(C=C1)C1=C(C=CC=C1)S(NC(C1=C(C=CC=C1)Cl)=O)(=O)=O)F)C#N)C1=C(C=CC(=C1)[N+](=O)[O-])C(F)(F)F (3-n-Butyl-4-[[2'-[N-(2-chlorobenzoyl)sulfamoyl]-3-fluorobiphenyl-4-yl]methyl]-1-[5-nitro-2-(trifluoromethyl)phenyl]-1H-pyrazole-5-carbonitrile). Starting materials: ClC1=C(C(=O)O)C=CC=C1 (2-chlorobenzoic acid), [N-]1C=NC=C1 (imidazolide), C(CCC)C1=NN(C(=C1CC1=C(C=C(C=C1)C1=C(C=CC=C1)S(N)(=O)=O)F)C#N)C1=C(C=CC(=C1)[N+](=O)[O-])C(F)(F)F (3-n-Butyl-4-[(3-fluoro-2'-sulfamoylbiphenyl-4-yl)methyl]-1-[5-nitro-2-(trifluoromethyl)phenyl]-1H-pyrazole-5-carbonitrile), C1CCC2=NCCCN2CC1 (DBU). Reaction SMILES: [Cl:1][C:2]1[CH:10]=[CH:9][CH:8]=[CH:7][C:3]=1[C:4]([OH:6])=O.[N-]1C=CN=C1.[CH2:16]([C:20]1[C:24]([CH2:25][C:26]2[CH:31]=[CH:30][C:29]([C:32]3[CH:37]=[CH:36][CH:35]=[CH:34][C:33]=3[S:38](=[O:41])(=[O:40])[NH2:39])=[CH:28][C:27]=2[F:42])=[C:23]([C:43]#[N:44])[N:22]([C:45]2[CH:50]=[C:49]([N+:51]([O-:53])=[O:52])[CH:48]=[CH:47][C:46]=2[C:54]([F:57])([F:56])[F:55])[N:21]=1)[CH2:17][CH2:18][CH3:19].C1CCN2C(=NCCC2)CC1>>[CH2:16]([C:20]1[C:24]([CH2:25][C:26]2[CH:31]=[CH:30][C:29]([C:32]3[CH:37]=[CH:36][CH:35]=[CH:34][C:33]=3[S:38](=[O:40])(=[O:41])[NH:39][C:4](=[O:6])[C:3]3[CH:7]=[CH:8][CH:9]=[CH:10][C:2]=3[Cl:1])=[CH:28][C:27]=2[F:42])=[C:23]([C:43]#[N:44])[N:22]([C:45]2[CH:50]=[C:49]([N+:51]([O-:53])=[O:52])[CH:48]=[CH:47][C:46]=2[C:54]([F:56])([F:55])[F:57])[N:21]=1)[CH2:17][CH2:18][CH3:19].